describe an organic reaction: reactants, conditions, products, and yield From a dataset of the Open Reaction Database (ORD), a public repository of structured organic reaction records. Starting materials: O=C([O-])O, COc1ccc(-c2nc(N)sc2Cc2ccccc2)cc1, ClCCl, [Na+]. The product is Nc1nc(-c2ccc(O)cc2)c(Cc2ccccc2)s1. Reaction SMILES: [C:22](=[O:23])([OH:24])[O-:25].[CH2:1]([c:2]1[cH:3][cH:4][cH:5][cH:6][cH:7]1)[c:8]1[c:9](-[c:14]2[cH:15][cH:16][c:17]([O:20][CH3:21])[cH:18][cH:19]2)[n:10][c:11]([NH2:13])[s:12]1.[Cl:27][CH2:28][Cl:29].[Na+:26]>>[CH2:1]([c:2]1[cH:3][cH:4][cH:5][cH:6][cH:7]1)[c:8]1[c:9](-[c:14]2[cH:15][cH:16][c:17]([OH:20])[cH:18][cH:19]2)[n:10][c:11]([NH2:13])[s:12]1.